Dataset: the Open Reaction Database (ORD), a public repository of structured organic reaction records. Task: describe an organic reaction: reactants, conditions, products, and yield Starting materials: ClC[C@H](O)C1=C(C(=C(C(=C1F)F)F)F)F ((R)-(-)-2-chloro-1-(pentafluorophenyl)ethanol), CC(C)(C#N)N=NC(C)(C)C#N (AIBN). Reaction conditions: temperature 60 celsius, time 1 hour. The product is FC1=C(C(=C(C(=C1[C@H](C)O)F)F)F)F ((S)-(-)-1-(pentafluorophenyl)ethanol). Yield: 14.1%. RXN SMILES: Cl[CH2:2][C@@H:3]([C:5]1[C:10]([F:11])=[C:9]([F:12])[C:8]([F:13])=[C:7]([F:14])[C:6]=1[F:15])[OH:4].CC(N=NC(C#N)(C)C)(C#N)C>>[F:11][C:10]1[C:5]([C@@H:3]([OH:4])[CH3:2])=[C:6]([F:15])[C:7]([F:14])=[C:8]([F:13])[C:9]=1[F:12]. Procedure details: To this was added 2.47 g of (R)-(-)-2-chloro-1-(pentafluorophenyl)ethanol obtained in the method of Example 8, and was stirred for one hour at 60° C. to allow reaction to take place. After addition of 20 mg of AIBN, the reaction mixture was further stirred for three hours at 60° C. The subsequent distillation under reduced pressure gave 0.30 g of (S)-(-)-1-(pentafluorophenyl)ethanol. Product: BrCC([C@H]1CC[C@H]2[C@@H]3CC[C@H]4C[C@@H]([C@H](C[C@]4(C)[C@H]3C(C[C@]12C)=O)C)O)=O (21-Bromo-3α-hydroxy-2β-methyl-5α-pregnane-11,20-dione). Run in CO (methanol), CO (methanol). The reactants are O[C@H]1C[C@@H]2CC[C@H]3[C@@H]4CC[C@H](C(C)=O)[C@]4(CC([C@@H]3[C@]2(C[C@@H]1C)C)=O)C (3α-hydroxy-2β-methyl-5α-pregnane-11,20-dione), BrBr (bromine). Reaction SMILES: [OH:1][C@@H:2]1[C@@H:21]([CH3:22])[CH2:20][C@@:19]2([CH3:23])[C@@H:4]([CH2:5][CH2:6][C@@H:7]3[C@@H:18]2[C:17](=[O:24])[CH2:16][C@@:15]2([CH3:25])[C@H:8]3[CH2:9][CH2:10][C@@H:11]2[C:12](=[O:14])[CH3:13])[CH2:3]1.[Br:26]Br>CO>[Br:26][CH2:13][C:12](=[O:14])[C@@H:11]1[C@:15]2([CH3:25])[C@H:8]([C@H:7]3[C@H:18]([C:17](=[O:24])[CH2:16]2)[C@:19]2([CH3:23])[C@H:4]([CH2:3][C@H:2]([OH:1])[C@@H:21]([CH3:22])[CH2:20]2)[CH2:5][CH2:6]3)[CH2:9][CH2:10]1. Procedure details: A solution of 3α-hydroxy-2β-methyl-5α-pregnane-11,20-dione (1.04g.) in dry methanol (150ml) was stirred at 0°-5° during the dropwise addition of a solution of bromine (0.16ml) in dry methanol (20ml) over a period of 2.5 hours. The reaction mixture was partitioned between ethyl acetate and water and the organic layer was separated, washed with water, dried (MgSO4) and evaporated to a white foam; purification by preparative t.l.c. (ethyl acetate: benzene 1:2.5) gave the title compound (510mg.), m.... The reactants are ice, C1(CCCC1)C(=O)OCCCC (butyl cyclopentanecarboxylate), BrCCCCCBr (1,5-dibromopentane), [Li+].CC(C)[N-]C(C)C (LDA). The solvent is C1CCOC1 (THF). Conditions: time 3 hour. Yields the product BrCCCCCC1(CCCC1)C(=O)OCCCC (butyl 1-(5-bromo-pentyl)-cyclopentanecarboxylate). The yield is 65.2%. As a reaction SMILES: [CH:1]1([C:6]([O:8][CH2:9][CH2:10][CH2:11][CH3:12])=[O:7])[CH2:5][CH2:4][CH2:3][CH2:2]1.[Br:13][CH2:14][CH2:15][CH2:16][CH2:17][CH2:18]Br.[Li+].CC([N-]C(C)C)C>C1COCC1>[Br:13][CH2:14][CH2:15][CH2:16][CH2:17][CH2:18][C:1]1([C:6]([O:8][CH2:9][CH2:10][CH2:11][CH3:12])=[O:7])[CH2:5][CH2:4][CH2:3][CH2:2]1 |f:2.3|. Reported procedure: Under a N2 atmosphere at −60° C., a solution of butyl cyclopentanecarboxylate (prepared according to Payne, G. B.; Smith, C. W., J. Org. Chem., 1957, 22, 1680-1682, 40.2 g, 0.236 mol) and 1,5-dibromopentane (64 mL, 0.45 mol) in dry THF (400 mL) was added drop wise to a solution of LDA (2M in THF/heptane/ethylbenzene, 200 mL, 0.40 mol) in 30 min. After 3 h, the reaction mixture was allowed to reach rt in 30 min. Then the reaction mixture was poured out into ice-cold saturated aqueous NH4Cl (1 L).... Starting materials: BrCC(C(CBr)=O)=O (1,4-dibromo-2,3-butanedione), NC1=C(C=C(C(=C1)Cl)Cl)N (1,2-diamino-4,5-dichlorobenzene). The product is BrCC1=NC2=CC(=C(C=C2N=C1CBr)Cl)Cl (2,3-bis(bromomethyl)-6,7-dichloro-quinoxaline). RXN SMILES: [Br:1][CH2:2][C:3](=O)[C:4](=O)[CH2:5][Br:6].[NH2:9][C:10]1[CH:15]=[C:14]([Cl:16])[C:13]([Cl:17])=[CH:12][C:11]=1[NH2:18]>>[Br:1][CH2:2][C:3]1[C:4]([CH2:5][Br:6])=[N:9][C:10]2[C:11](=[CH:12][C:13]([Cl:17])=[C:14]([Cl:16])[CH:15]=2)[N:18]=1. Procedure details: Following the procedure of Example 1, condensation of 1,4-dibromo-2,3-butanedione with 1,2-diamino-4,5-dichlorobenzene yielded 2,3-bis(bromomethyl)-6,7-dichloro-quinoxaline, m.p. 154°-156° C.; 1H NMR (CDCl3, 200 MHz): δ4.86 (s, 4H, CH2), 8.18 (s, 2H, ArH). The product is BrC1=CC=C(C=C1)C(CCC1OCCCO1)O (1-(4-bromophenyl)-3-(1,3-dioxan-2-yl)propan-1-ol). Reaction SMILES: [O:1]1[CH2:6][CH2:5][CH2:4][O:3][CH:2]1[CH2:7][CH2:8][Mg]Br.[Br:11][C:12]1[CH:19]=[CH:18][C:15]([CH:16]=[O:17])=[CH:14][CH:13]=1.C(OCC)(=O)C>C1COCC1>[Br:11][C:12]1[CH:19]=[CH:18][C:15]([CH:16]([OH:17])[CH2:8][CH2:7][CH:2]2[O:3][CH2:4][CH2:5][CH2:6][O:1]2)=[CH:14][CH:13]=1. The reactants are C(C)(=O)OCC (ethyl acetate), O1C(OCCC1)CC[Mg]Br ((1,3-dioxan-2-ylethyl) magnesium bromide), BrC1=CC=C(C=O)C=C1 (4-bromobenzaldehyde). Run in C1CCOC1 (THF). Conditions: temperature 0 celsius, time 2 hour. Procedure details: 108 mL of (1,3-dioxan-2-ylethyl) magnesium bromide (0.5M) was added to a solution of 4-bromobenzaldehyde (10 g, 54.0 mmol) in THF (350 mL) at −78° C. under nitrogen and stirred for 2 hours before warming to 0° C. The reaction was quenched with sat NH4Cl soln, diluted with diethyl ether and washed with brine. The crude product was charged (CH2Cl2) to a 40M Biotage silica gel cartridge; Gradient elution 15-100% B over 750 mL (A=Hexanes; B=ethyl acetate) to give Example J1, 1-(4-bromophenyl)-3-(1,3... The reactants are ( i ), C=O (formaldehyde), C=O (formaldehyde), N1C(=O)NC(=O)C1 (hydantoin), ( ii ). Product: C(O)N1C(=O)NC(=O)C1 (methylolhydantoin). RXN SMILES: [NH:1]1[CH2:7][C:5](=[O:6])[NH:4][C:2]1=[O:3].[CH2:8]=[O:9]>>[CH2:8]([N:1]1[CH2:7][C:5](=[O:6])[NH:4][C:2]1=[O:3])[OH:9]. Reported procedure: reacting (i) the at least one hydantoin reactant and (ii) the at least one dehydrated formaldehyde source reactant or substantially anhydrous formaldehyde source reactant in the molten system, while removing reaction water, to yield anhydrous molten methylolhydantoin; and The reactants are CN(C)C(=O)c1c(CN)c(=O)c2ccc(Cl)cc2n1-c1ccccc1, O=C(O)c1cnc(N2CCOCC2)s1. The product is CN(C)C(=O)c1c(CNC(=O)c2cnc(N3CCOCC3)s2)c(=O)c2ccc(Cl)cc2n1-c1ccccc1. As a reaction SMILES: [NH2:1][CH2:2][c:3]1[c:4]([C:21](=[O:22])[N:23]([CH3:24])[CH3:25])[n:5](-[c:15]2[cH:16][cH:17][cH:18][cH:19][cH:20]2)[c:6]2[cH:7][c:8]([Cl:14])[cH:9][cH:10][c:11]2[c:12]1=[O:13].[O:26]1[CH2:27][CH2:28][N:29]([c:32]2[s:33][c:34]([C:37](=[O:38])[OH:39])[cH:35][n:36]2)[CH2:30][CH2:31]1>>[NH:1]([CH2:2][c:3]1[c:4]([C:21](=[O:22])[N:23]([CH3:24])[CH3:25])[n:5](-[c:15]2[cH:16][cH:17][cH:18][cH:19][cH:20]2)[c:6]2[cH:7][c:8]([Cl:14])[cH:9][cH:10][c:11]2[c:12]1=[O:13])[C:37]([c:34]1[s:33][c:32]([N:29]2[CH2:28][CH2:27][O:26][CH2:31][CH2:30]2)[n:36][cH:35]1)=[O:38]. Starting materials: CC(C)(C)OC(=O)N1CCCN(c2c(C=O)c3ccccc3n2-c2ccccc2)CC1, ClCCl, O=C(O)C(F)(F)F. Product: O=Cc1c(N2CCCNCC2)n(-c2ccccc2)c2ccccc12. RXN SMILES: [C:1]([O:2][C:3](=[O:4])[N:8]1[CH2:9][CH2:10][N:11]([c:15]2[n:16](-[c:26]3[cH:27][cH:28][cH:29][cH:30][cH:31]3)[c:17]3[cH:18][cH:19][cH:20][cH:21][c:22]3[c:23]2[CH:24]=[O:25])[CH2:12][CH2:13][CH2:14]1)([CH3:5])([CH3:6])[CH3:7].[Cl:39][CH2:40][Cl:41].[OH:32][C:33]([C:34]([F:35])([F:36])[F:37])=[O:38]>>[NH:8]1[CH2:9][CH2:10][N:11]([c:15]2[n:16](-[c:26]3[cH:27][cH:28][cH:29][cH:30][cH:31]3)[c:17]3[cH:18][cH:19][cH:20][cH:21][c:22]3[c:23]2[CH:24]=[O:25])[CH2:12][CH2:13][CH2:14]1. Starting materials: C(C)O (ethanol), Cl.NO (hydroxylamine hydrochloride), FC(OC=1C=C(C=O)C=CC1)F (3-(difluoromethoxy)benzaldehyde), [OH-].[Na+] (sodium hydroxide). Solvent: O (water). Yields the product FC(OC=1C=C(C=NO)C=CC1)F (3-(Difluoromethoxy)benzaldehyde Oxime). As a reaction SMILES: Cl.[NH2:2][OH:3].[OH-].[Na+].[F:6][CH:7]([F:17])[O:8][C:9]1[CH:10]=[C:11]([CH:14]=[CH:15][CH:16]=1)[CH:12]=O.C(O)C>O>[F:6][CH:7]([F:17])[O:8][C:9]1[CH:10]=[C:11]([CH:14]=[CH:15][CH:16]=1)[CH:12]=[N:2][OH:3] |f:0.1,2.3|. Procedure: A 2.0 g portion of hydroxylamine hydrochloride was dissolved in 12 ml of water and 8 ml of 5N sodium hydroxide was added. A 1.0 g portion of 3-(difluoromethoxy)benzaldehyde was added followed by enough ethanol to give a solution. After 10 minutes of reflux, the reaction mixture was concentrated in vacuo and the residue taken up in 10 ml of water. The pH was adjusted to 4 with hydrochloric acid, then the mixture was extracted with chloroform. The organic phase was dried over sodium sulfate and co...